Dataset: the Open Reaction Database (ORD), a public repository of structured organic reaction records. Task: describe an organic reaction: reactants, conditions, products, and yield Starting materials: [Al+3], CCOC(C)=O, COC(=O)CCCCCCCCC(C1=C(C)C(=O)C(C)=C(C)C1=O)c1ccccc1, [Cl-], Cl, [H-], [H-], [H-], [H-], [Li+], C1CCOC1, O. Yields the product CC1=C(C)C(=O)C(C(CCCCCCCCCO)c2ccccc2)=C(C)C1=O. As a reaction SMILES: [Al+3:2].[CH3:39][CH2:40][O:41][C:42](=[O:43])[CH3:44].[CH3:7][C:8]1=[C:9]([CH:18]([CH2:19][CH2:20][CH2:21][CH2:22][CH2:23][CH2:24][CH2:25][CH2:26][C:27](=[O:28])[O:29][CH3:30])[c:31]2[cH:32][cH:33][cH:34][cH:35][cH:36]2)[C:10](=[O:17])[C:11]([CH3:16])=[C:12]([CH3:15])[C:13]1=[O:14].[Cl-:38].[ClH:37].[H-:1].[H-:4].[H-:5].[H-:6].[Li+:3].[O:46]1[CH2:47][CH2:48][CH2:49][CH2:50]1.[OH2:45]>>[CH3:7][C:8]1=[C:9]([CH:18]([CH2:19][CH2:20][CH2:21][CH2:22][CH2:23][CH2:24][CH2:25][CH2:26][CH2:27][OH:28])[c:31]2[cH:32][cH:33][cH:34][cH:35][cH:36]2)[C:10](=[O:17])[C:11]([CH3:16])=[C:12]([CH3:15])[C:13]1=[O:14].